Dataset: the Open Reaction Database (ORD), a public repository of structured organic reaction records. Task: describe an organic reaction: reactants, conditions, products, and yield Reactants: CC(=O)O, [Cl-], ClCC1CO1. Product: CC(=O)OCC(O)CCl. As a reaction SMILES: [CH3:2][C:3]([OH:4])=[O:5].[Cl-:1].[Cl:6][CH2:7][CH:8]1[CH2:9][O:10]1>>[CH3:2][C:3]([O:4][CH2:9][CH:8]([CH2:7][Cl:6])[OH:10])=[O:5]. Reactants: CCCCP(CCCC)CCCC, COc1cc(CO)ccc1OCc1csc(N2CCOCC2)n1, O=C(N=NC(=O)N1CCCCC1)N1CCCCC1, C1CCOC1, O=Cc1cn(-c2ccccc2)nc1O. Yields the product COc1cc(COc2nn(-c3ccccc3)cc2C=O)ccc1OCc1csc(N2CCOCC2)n1. RXN SMILES: [CH2:38]([P:39]([CH2:40][CH2:41][CH2:42][CH3:43])[CH2:44][CH2:45][CH2:46][CH3:47])[CH2:48][CH2:49][CH3:50].[CH3:1][O:2][c:3]1[cH:4][c:5]([CH2:22][OH:23])[cH:6][cH:7][c:8]1[O:9][CH2:10][c:11]1[n:12][c:13]([N:16]2[CH2:17][CH2:18][O:19][CH2:20][CH2:21]2)[s:14][cH:15]1.[N:51]([C:52]([N:53]1[CH2:54][CH2:55][CH2:56][CH2:57][CH2:58]1)=[O:59])=[N:60][C:61]([N:62]1[CH2:63][CH2:64][CH2:65][CH2:66][CH2:67]1)=[O:68].[O:69]1[CH2:70][CH2:71][CH2:72][CH2:73]1.[OH:24][c:25]1[n:26][n:27](-[c:32]2[cH:33][cH:34][cH:35][cH:36][cH:37]2)[cH:28][c:29]1[CH:30]=[O:31]>>[CH3:1][O:2][c:3]1[cH:4][c:5]([CH2:22][O:23][c:25]2[n:26][n:27](-[c:32]3[cH:33][cH:34][cH:35][cH:36][cH:37]3)[cH:28][c:29]2[CH:30]=[O:31])[cH:6][cH:7][c:8]1[O:9][CH2:10][c:11]1[n:12][c:13]([N:16]2[CH2:17][CH2:18][O:19][CH2:20][CH2:21]2)[s:14][cH:15]1. The reactants are C(C)OC(CC1=CC=C(C=C1)NC1=NC=NC(=C1Cl)N)=O ([4-(6-amino-5-chloro-pyrimidin-4-ylamino)-phenyl]-acetic acid ethyl ester), C([O-])([O-])=O.[K+].[K+] (potassium carbonate), O(C1=CC=CC=C1)C1=CC=C(C=C1)B(O)O ((4-phenoxyphenyl)boronic acid), C1(CCCCC1)P(C1=C(C=CC=C1)C1=C(C=CC=C1OC)OC)C1CCCCC1 (dicyclohexyl-(2′,6′-dimethoxy-biphenyl-2-yl)-phosphane). Reagents/catalysts: C(C)(=O)[O-].[Pd+2].C(C)(=O)[O-] (palladium acetate). Solvent: O1CCOCC1 (dioxane), O (water). Reaction conditions: time 3 hour. Yields the product C(C)OC(CC1=CC=C(C=C1)NC1=NC=NC(=C1C1=CC=C(C=C1)OC1=CC=CC=C1)N)=O ((4-(6-amino-5-(4-phenoxyphenyl)-pyrimidin-4-ylamino)-phenyl)-acetic acid ethyl ester). Yield: 94.8%. As a reaction SMILES: [CH2:1]([O:3][C:4](=[O:21])[CH2:5][C:6]1[CH:11]=[CH:10][C:9]([NH:12][C:13]2[C:18](Cl)=[C:17]([NH2:20])[N:16]=[CH:15][N:14]=2)=[CH:8][CH:7]=1)[CH3:2].[O:22]([C:29]1[CH:34]=[CH:33][C:32](B(O)O)=[CH:31][CH:30]=1)[C:23]1[CH:28]=[CH:27][CH:26]=[CH:25][CH:24]=1.C1(P(C2CCCCC2)C2C=CC=CC=2C2C(OC)=CC=CC=2OC)CCCCC1.C(=O)([O-])[O-].[K+].[K+]>O1CCOCC1.O.C([O-])(=O)C.[Pd+2].C([O-])(=O)C>[CH2:1]([O:3][C:4](=[O:21])[CH2:5][C:6]1[CH:11]=[CH:10][C:9]([NH:12][C:13]2[C:18]([C:32]3[CH:33]=[CH:34][C:29]([O:22][C:23]4[CH:28]=[CH:27][CH:26]=[CH:25][CH:24]=4)=[CH:30][CH:31]=3)=[C:17]([NH2:20])[N:16]=[CH:15][N:14]=2)=[CH:8][CH:7]=1)[CH3:2] |f:3.4.5,8.9.10|. Procedure details: Into a microwave vial was placed [4-(6-amino-5-chloro-pyrimidin-4-ylamino)-phenyl]-acetic acid ethyl ester (1.4 g; 3.423 mmol; 1.0 eq.), (4-phenoxyphenyl)boronic acid (1598.9 mg; 7.470 mmol; 2.18 eq.), palladium acetate (38.4 mg; 0.171 mmol; 0.1 eq.), dicyclohexyl-(2′,6′-dimethoxy-biphenyl-2-yl)-phosphane (140.5 mg; 0.342 mmol; 0.1 eq.), potassium carbonate (1419.2 mg; 10.269 mmol; 3.0 eq.) suspended in dioxane (15.0 ml) and water (1.5 ml). The vial was flushed with nitrogen. The reaction vial w... Starting materials: C(C)(C)(C)OC(=O)NC1(CC1)C(=O)NCC1=CC=C(C=C1)C=1C(=CC=CC1)C(=O)OC (Methyl 4′-{[({1-[(tert-butoxycarbonyl)amino]cyclopropyl}carbonyl)-amino]methyl}-1,1′-biphenyl-2-carboxylate), Cl (hydrogen chloride). The solvent is C(Cl)Cl (DCM), C(Cl)Cl (DCM), CO (MeOH), C(Cl)(Cl)Cl (chloroform). Reaction conditions: temperature 0 celsius, time 30 minute. Yields the product NC1(CC1)C(=O)NCC1=CC=C(C=C1)C=1C(=CC=CC1)C(=O)OC (methyl 4′-({[(1-aminocyclopropyl)carbonyl]amino}methyl)-1,1′-biphenyl-2-carboxylate). RXN SMILES: C(OC([NH:8][C:9]1([C:12]([NH:14][CH2:15][C:16]2[CH:21]=[CH:20][C:19]([C:22]3[C:23]([C:28]([O:30][CH3:31])=[O:29])=[CH:24][CH:25]=[CH:26][CH:27]=3)=[CH:18][CH:17]=2)=[O:13])[CH2:11][CH2:10]1)=O)(C)(C)C.Cl>C(Cl)Cl.CO.C(Cl)(Cl)Cl>[NH2:8][C:9]1([C:12]([NH:14][CH2:15][C:16]2[CH:21]=[CH:20][C:19]([C:22]3[C:23]([C:28]([O:30][CH3:31])=[O:29])=[CH:24][CH:25]=[CH:26][CH:27]=3)=[CH:18][CH:17]=2)=[O:13])[CH2:11][CH2:10]1. Procedure details: Methyl 4′-{[({1-[(tert-butoxycarbonyl)amino]cyclopropyl}carbonyl)-amino]methyl}-1,1′-biphenyl-2-carboxylate (0.84 g, 2.0 mmol) dissolved in a mixture of DCM (3 mL) and MeOH (45 mL) was cooled to 0° C. This homogenous solution was saturated with anhydrous hydrogen chloride and allowed to sit for 30 minutes. Dry nitrogen was then bubbled through the solution for about 30 min. Solvent was then removed under reduced pressure to yield an oily residue. The oil was then dissolved in DCM and the solvent... The reactants are C1(=CC=CC=C1)C=1N=C(SC1)C1(CCOCC1)CN ((4-(4-phenylthiazol-2-yl)tetrahydro-2H-pyran-4-yl)methanamine), C(#N)C1C(C1)C(=O)O (2-cyanocyclopropanecarboxylic acid). The product is C(#N)C1C(C1)C(=O)NCC1(CCOCC1)C=1SC=C(N1)C1=CC=CC=C1 (2-Cyano-N-((4-(4-phenylthiazol-2-yl)tetrahydro-2H-pyran-4-yl)methyl)cyclopropanecarboxamide). Isolated yield 29.0%. RXN SMILES: [C:1]1([C:7]2[N:8]=[C:9]([C:12]3([CH2:18][NH2:19])[CH2:17][CH2:16][O:15][CH2:14][CH2:13]3)[S:10][CH:11]=2)[CH:6]=[CH:5][CH:4]=[CH:3][CH:2]=1.[C:20]([CH:22]1[CH2:24][CH:23]1[C:25](O)=[O:26])#[N:21]>>[C:20]([CH:22]1[CH2:24][CH:23]1[C:25]([NH:19][CH2:18][C:12]1([C:9]2[S:10][CH:11]=[C:7]([C:1]3[CH:2]=[CH:3][CH:4]=[CH:5][CH:6]=3)[N:8]=2)[CH2:13][CH2:14][O:15][CH2:16][CH2:17]1)=[O:26])#[N:21]. Procedure: This compound was synthesized from (4-(4-phenylthiazol-2-yl)tetrahydro-2H-pyran-4-yl)methanamine and 2-cyanocyclopropanecarboxylic acid as described in example 8 step 6 (90 mg, yield 29%): 1H NMR (400 MHz, CDCl3) δ 7.92 (m, 2H), 7.52-7.46 (m, 3H), 7.41-7.37 (m, 1H), 6.72 (t, J=5.3 Hz, 1H), 3.92-3.86 (m, 2H), 3.75-3.68 (m, 4H), 2.30-2.22 (dddd, J=13.2 Hz, 9.8 Hz, 6.5 Hz, 3.4 Hz, 2H), 1.99-1.89 (m, 4H), 1.52-1.47 (ddd, J=9.1 Hz, 5.8 Hz, 4.6 Hz, 1H), 1.38-1.33 (ddd, J=8.6 Hz, 6.1 Hz, 4.9 Hz, 1H). M... The reactants are CSc1ncc2cc(NC(=O)OC(C)(C)C)c(=O)n(C3CCCC3)c2n1, CO, ClCCl, O=S(=O)(c1ccccc1)N1OC1c1ccccc1. The product is CS(=O)c1ncc2cc(NC(=O)OC(C)(C)C)c(=O)n(C3CCCC3)c2n1. Reaction SMILES: [C:1]([CH3:2])([CH3:3])([CH3:4])[O:5][C:6]([NH:7][c:8]1[cH:9][c:10]2[c:11]([n:12][c:13]([S:16][CH3:17])[n:14][cH:15]2)[n:18]([CH:21]2[CH2:22][CH2:23][CH2:24][CH2:25]2)[c:19]1=[O:20])=[O:26].[CH3:45][OH:46].[Cl:47][CH2:48][Cl:49].[c:27]1([S:28]([N:29]2[CH:30]([c:31]3[cH:32][cH:33][cH:35][cH:36][cH:37]3)[O:38]2)(=[O:34])=[O:39])[cH:40][cH:41][cH:42][cH:43][cH:44]1>>[C:1]([CH3:2])([CH3:3])([CH3:4])[O:5][C:6]([NH:7][c:8]1[cH:9][c:10]2[c:11]([n:12][c:13]([S:16]([CH3:17])=[O:34])[n:14][cH:15]2)[n:18]([CH:21]2[CH2:22][CH2:23][CH2:24][CH2:25]2)[c:19]1=[O:20])=[O:26]. Reactants: CN1CCC(C2(O)c3ccccc3Oc3ccc(C(F)(F)F)cc32)CC1, CCC(=O)O, [Na+], [OH-], O, O=C(OC(=O)c1ccccc1S(=O)(=O)O)c1ccccc1S(=O)(=O)O. Yields the product CN1CCC(=C2c3ccccc3Oc3ccc(C(F)(F)F)cc32)CC1. Reaction SMILES: [CH3:1][N:2]1[CH2:3][CH2:4][CH:5]([C:8]2([OH:26])[c:9]3[cH:10][cH:11][cH:12][cH:13][c:14]3[O:15][c:16]3[cH:17][cH:18][c:19]([C:22]([F:23])([F:24])[F:25])[cH:20][c:21]32)[CH2:6][CH2:7]1.[CH3:52][CH2:53][C:54](=[O:55])[OH:56].[Na+:58].[OH-:57].[OH2:59].[S:27]([c:28]1[cH:29][cH:30][cH:31][cH:32][c:33]1[C:34]([O:35][C:36](=[O:37])[c:38]1[cH:39][cH:40][cH:41][cH:42][c:43]1[S:44]([OH:45])(=[O:46])=[O:47])=[O:48])([OH:49])(=[O:50])=[O:51]>>[CH3:1][N:2]1[CH2:3][CH2:4][C:5](=[C:8]2[c:9]3[cH:10][cH:11][cH:12][cH:13][c:14]3[O:15][c:16]3[cH:17][cH:18][c:19]([C:22]([F:23])([F:24])[F:25])[cH:20][c:21]32)[CH2:6][CH2:7]1. Starting materials: C(#N)C(C(=O)OCC)=C(SC)SC (ethyl 2-cyano-3,3-bis(methylthio)-acrylate), Cl.NN (hydrazine hydrochloride), C(C)(=O)[O-].[Na+] (sodium acetate). Solvent: C(C)O (ethanol). Product: NC1=C(C(=NN1)SC)C(=O)OCC (5-amino-4-ethoxycarbonyl-3-methylthio-1H-pyrazole). Isolated yield 47.0%. Reaction SMILES: [C:1]([C:3](=[C:9](SC)[S:10][CH3:11])[C:4]([O:6][CH2:7][CH3:8])=[O:5])#[N:2].Cl.[NH2:15][NH2:16].C([O-])(=O)C.[Na+]>C(O)C>[NH2:2][C:1]1[NH:16][N:15]=[C:9]([S:10][CH3:11])[C:3]=1[C:4]([O:6][CH2:7][CH3:8])=[O:5] |f:1.2,3.4|. Procedure details: A solution of ethyl 2-cyano-3,3-bis(methylthio)-acrylate (40 g), hydrazine hydrochloride (12.6 g) and sodium acetate (22.6 g) in ethanol was stirred at 90° C. for 2 hour. After cooling to room temperature, the reaction mixture was concentrated in vacuo, and to the residue were added water and ethyl acetate. The organic layer was separated, dried over magnesium sulfate and filtered. The filtrate was concentrated in vacuo, and to the residue was added ethyl acetate and hexane. The precipitates wer...